Dataset: the Open Reaction Database (ORD), a public repository of structured organic reaction records. Task: describe an organic reaction: reactants, conditions, products, and yield The reactants are Fc1ccc2c(c1)COC21CCN(Cc2ccccc2)CC1, O=C(Cl)OCCCl. Yields the product Fc1ccc2c(c1)COC21CCNCC1. Reaction SMILES: [CH2:1]([c:2]1[cH:3][cH:4][cH:5][cH:6][cH:7]1)[N:8]1[CH2:9][CH2:10][C:11]2([O:12][CH2:13][c:14]3[c:15]2[cH:16][cH:17][c:18]([F:20])[cH:19]3)[CH2:21][CH2:22]1.[Cl:23][C:24]([O:25][CH2:26][CH2:27][Cl:28])=[O:29]>>[NH:8]1[CH2:9][CH2:10][C:11]2([O:12][CH2:13][c:14]3[c:15]2[cH:16][cH:17][c:18]([F:20])[cH:19]3)[CH2:21][CH2:22]1. Starting materials: O=C([O-])[O-], CCOC(C)=O, N#CCCl, Oc1ccccc1F, [K+], [K+], CN(C)C=O. Product: N#CCOc1ccccc1F. RXN SMILES: [C:9](=[O:10])([O-:11])[O-:12].[CH3:24][CH2:25][O:26][C:27]([CH3:28])=[O:29].[Cl:15][CH2:16][C:17]#[N:18].[F:1][c:2]1[c:3]([OH:8])[cH:4][cH:5][cH:6][cH:7]1.[K+:13].[K+:14].[O:19]=[CH:20][N:21]([CH3:22])[CH3:23]>>[F:1][c:2]1[c:3]([O:8][CH2:16][C:17]#[N:18])[cH:4][cH:5][cH:6][cH:7]1. Reactants: Brc1n[nH]c(Br)c1Br, CC(=O)OC(C)=O, CC(=O)O, O=[N+]([O-])O. The product is O=[N+]([O-])n1nc(Br)c(Br)c1Br. Reaction SMILES: [Br:5][c:6]1[n:7][nH:8][c:9]([Br:12])[c:10]1[Br:11].[CH3:13][C:14]([O:15][C:16](=[O:17])[CH3:18])=[O:19].[CH3:20][C:21](=[O:22])[OH:23].[OH:1][N+:2]([O-:3])=[O:4]>>[O-:1][N+:2](=[O:4])[n:7]1[c:6]([Br:5])[c:10]([Br:11])[c:9]([Br:12])[n:8]1. The reactants are C(C)(C)(C)OC(NC1=C(C=C(C(=C1)N(C)CC(C)C)Cl)N)=O ([2-amino-4-chloro-5-(isobutyl-methyl-amino)-phenyl]-carbamic acid tert-butyl ester), C(C)(C)(C)OC(CC(C1=CC(=CC=C1)N1N=NC=C1COC1OCCCC1)=O)=O ((RS)-3-oxo-3-{3-[5-(tetrahydro-pyran-2-yloxymethyl)-[1,2,3]triazol-1-yl]-phenyl}-propionic acid tert-butyl ester). Yields the product C(C)(C)(C)OC(NC1=C(C=C(C(=C1)N(C)CC(C)C)Cl)NC(CC(C1=CC(=CC=C1)N1N=NC=C1COC1OCCCC1)=O)=O)=O ((RS)-[4-Chloro-5-(isobutyl-methyl-amino)-2-(3-oxo-3-{3-[5-(tetrahydro-pyran-2-yloxymethyl)-[1,2,3]triazol-1-yl]-phenyl}-propionylamino)-phenyl]-carbamic acid tert-butyl ester), foam. The yield is 50.0%. As a reaction SMILES: [C:1]([O:5][C:6](=[O:22])[NH:7][C:8]1[CH:13]=[C:12]([N:14]([CH2:16][CH:17]([CH3:19])[CH3:18])[CH3:15])[C:11]([Cl:20])=[CH:10][C:9]=1[NH2:21])([CH3:4])([CH3:3])[CH3:2].C([O:27][C:28](=O)[CH2:29][C:30](=[O:50])[C:31]1[CH:36]=[CH:35][CH:34]=[C:33]([N:37]2[C:41]([CH2:42][O:43][CH:44]3[CH2:49][CH2:48][CH2:47][CH2:46][O:45]3)=[CH:40][N:39]=[N:38]2)[CH:32]=1)(C)(C)C>>[C:1]([O:5][C:6](=[O:22])[NH:7][C:8]1[CH:13]=[C:12]([N:14]([CH2:16][CH:17]([CH3:18])[CH3:19])[CH3:15])[C:11]([Cl:20])=[CH:10][C:9]=1[NH:21][C:28](=[O:27])[CH2:29][C:30](=[O:50])[C:31]1[CH:36]=[CH:35][CH:34]=[C:33]([N:37]2[C:41]([CH2:42][O:43][CH:44]3[CH2:49][CH2:48][CH2:47][CH2:46][O:45]3)=[CH:40][N:39]=[N:38]2)[CH:32]=1)([CH3:3])([CH3:2])[CH3:4]. Procedure: The title compound was prepared from [2-amino-4-chloro-5-(isobutyl-methyl-amino)-phenyl]-carbamic acid tert-butyl ester (Example J27) (328 mg, 1.0 mmol) and (RS)-3-oxo-3-{3-[5-(tetrahydro-pyran-2-yloxymethyl)-[1,2,3]triazol-1-yl]-phenyl}-propionic acid tert-butyl ester (Example K5) (401 mg, 1.0 mmol) according to the general procedure M. Obtained as a light brown foam (330 mg, 50%). Reactants: CC=1C=CC2=C(C(CC(O2)O)C2=CC=CC=C2)C1 (3,4-Dihydro-6-methyl-4-phenyl-2H-benzopyran-2-ol), C(C)(C)NC(C)C (diisopropylamine), [H][H] (hydrogen), Cl (HCl), O1C(C=CC2=C1C=CC=C2)O (benzopyran-2-ol). Reagents/catalysts: [OH-].[OH-].[Pd+2] (Pd(OH)2/C). Solvent: CO (methanol). Run at temperature 55 celsius. Yields the product CC1=CC(=C(C=C1)O)[C@H](CCN(C(C)C)C(C)C)C2=CC=CC=C2.Cl (tolterodine hydrochloride). RXN SMILES: [CH3:1][C:2]1[CH:3]=[CH:4][C:5]2[O:10][CH:9](O)[CH2:8][CH:7]([C:12]3[CH:17]=[CH:16][CH:15]=[CH:14][CH:13]=3)[C:6]=2[CH:18]=1.[CH:19]([NH:22][CH:23]([CH3:25])[CH3:24])([CH3:21])[CH3:20].O1C2C=CC=CC=2C=CC1O.[H][H].[ClH:39]>[OH-].[OH-].[Pd+2].CO>[CH3:1][C:2]1[CH:3]=[CH:4][C:5]([OH:10])=[C:6]([C@@H:7]([C:12]2[CH:17]=[CH:16][CH:15]=[CH:14][CH:13]=2)[CH2:8][CH2:9][N:22]([CH:23]([CH3:25])[CH3:24])[CH:19]([CH3:21])[CH3:20])[CH:18]=1.[ClH:39] |f:5.6.7,9.10|. Procedure: To the crude solution from Step A was added methanol (125 ml, 5 ml/g cresol) and diisopropylamine (92 ml, 0.693 mol, 3 equiv). The mixture was then hydrogenated over 20 wt % Pd(OH)2/C wet (5.6 g, 10 wt % theory of the benzopyran-2-ol) at 110° C. under 586×103 Nm−2 (85 psi) hydrogen pressure. Reaction progress was monitored by HPLC (completion usually occurs between 16 and 24 h). Upon completion, the mixture was cooled, purged with nitrogen, filtered and washed with toluene (2×25 ml). The filtrat...